Dataset: the Open Reaction Database (ORD), a public repository of structured organic reaction records. Task: describe an organic reaction: reactants, conditions, products, and yield Reactants: Nc1nc(-c2ccncc2Cl)c(Br)cc1[N+](=O)[O-], CC1(C)OB(c2ccncc2)OC1(C)C. Yields the product Nc1nc(-c2ccncc2Cl)c(-c2ccncc2)cc1[N+](=O)[O-]. RXN SMILES: [Br:16][c:17]1[c:18](-[c:27]2[c:28]([Cl:33])[cH:29][n:30][cH:31][cH:32]2)[n:19][c:20]([NH2:26])[c:21]([N+:23](=[O:24])[O-:25])[cH:22]1.[CH3:1][C:2]1([CH3:3])[C:4]([CH3:5])([CH3:6])[O:7][B:8]([c:9]2[cH:10][cH:11][n:12][cH:13][cH:14]2)[O:15]1>>[c:9]1(-[c:17]2[c:18](-[c:27]3[c:28]([Cl:33])[cH:29][n:30][cH:31][cH:32]3)[n:19][c:20]([NH2:26])[c:21]([N+:23](=[O:24])[O-:25])[cH:22]2)[cH:10][cH:11][n:12][cH:13][cH:14]1. Starting materials: NN (hydrazine), N1CC=CC1 (3-Pyrroline), [Cl-] (chloride), ClC1=NC(=NC(=C1F)Cl)C (4,6-Dichloro-5-fluoro-2-methylpyrimidine), CCN(C(C)C)C(C)C (DIPEA), [Cl-] (chloride). The solvent is CO (MeOH), CS(=O)C (DMSO). Yields the product N1(CC=CC1)C1=NC(=NC(=C1F)NN)C (4-(2,5-dihydro-1H-pyrrol-1-yl)-5-fluoro-6-hydrazino-2-methylpyrimidine). Isolated yield 68.0%. Reaction SMILES: Cl[C:2]1[C:7]([F:8])=[C:6](Cl)[N:5]=[C:4]([CH3:10])[N:3]=1.[NH:11]1[CH2:15][CH:14]=[CH:13][CH2:12]1.CCN(C(C)C)C(C)C.[Cl-].[NH2:26][NH2:27]>CS(C)=O.CO>[N:11]1([C:2]2[C:7]([F:8])=[C:6]([NH:26][NH2:27])[N:5]=[C:4]([CH3:10])[N:3]=2)[CH2:15][CH:14]=[CH:13][CH2:12]1. Procedure details: 4,6-Dichloro-5-fluoro-2-methylpyrimidine (181 mg, 1.0 mmol) was dissolved in 4 mL of DMSO and stirred at room temperature. 3-Pyrroline (71 mg, 1.05 mmol) was added, followed by DIPEA (244 μL, 1.4 mmol). The resulting reaction mixture was stirred until displacement of the first chloride was complete, and then hydrazine (350 μL) and MeOH (˜2 mL) were added to the reaction mixture. The contents were then heated to 70° C. for 2 h, until displacement of the second chloride was complete. The reaction ...